Dataset: the Open Reaction Database (ORD), a public repository of structured organic reaction records. Task: describe an organic reaction: reactants, conditions, products, and yield The reactants are COC(=O)C=1C(NN=C(C1)C1=CC=C(C=C1)OC)=O (4-methoxycarbonyl-6-(4-methoxyphenyl)-2H-pyridazin-3-one), BrCC(=O)NC1=CC=C(C=C1)SC (2-bromo-4′-(methylthio)acetanilide). Yields the product COC(=O)C=1C(N(N=C(C1)C1=CC=C(C=C1)OC)CC(NC1=CC=C(C=C1)SC)=O)=O (4-Methoxycarbonyl-6-(4-methoxyphenyl)-2-[4-(methylthio)phenylcarbamoylmethyl]-2H-pyridazin-3-one). Yield: 90.0%. As a reaction SMILES: [CH3:1][O:2][C:3]([C:5]1[C:6](=[O:19])[NH:7][N:8]=[C:9]([C:11]2[CH:16]=[CH:15][C:14]([O:17][CH3:18])=[CH:13][CH:12]=2)[CH:10]=1)=[O:4].Br[CH2:21][C:22]([NH:24][C:25]1[CH:30]=[CH:29][C:28]([S:31][CH3:32])=[CH:27][CH:26]=1)=[O:23]>>[CH3:1][O:2][C:3]([C:5]1[C:6](=[O:19])[N:7]([CH2:21][C:22](=[O:23])[NH:24][C:25]2[CH:30]=[CH:29][C:28]([S:31][CH3:32])=[CH:27][CH:26]=2)[N:8]=[C:9]([C:11]2[CH:16]=[CH:15][C:14]([O:17][CH3:18])=[CH:13][CH:12]=2)[CH:10]=1)=[O:4]. Reported procedure: Using 4-methoxycarbonyl-6-(4-methoxyphenyl)-2H-pyridazin-3-one and 2-bromo-4′-(methylthio)acetanilide as starting materials, the procedures of Example 1 were repeated likewise, whereby the title compound was obtained in a yield of 90.0%.